This data is from the Open Reaction Database (ORD), a public repository of structured organic reaction records. The task is: describe an organic reaction: reactants, conditions, products, and yield Starting materials: C[Si](C1=CC(=C(C(=C1)C(C)(C)C)O[Si](C)(C)C)C(C)(C)C)(C1=CC(=C(C(=C1)C(C)(C)C)O[Si](C)(C)C)C(C)(C)C)C (dimethylbis(3,5-di-tert-butyl-4-trimethylsilyloxyphenyl)silane), O (water), O.O.O.[F-].C(CCC)[N+](CCCC)(CCCC)CCCC (tetrabutylammonium fluoride trihydrate), C(C)(=O)O (acetic acid). Solvent: O1CCCC1 (tetrahydrofuran). Reaction conditions: time 1 hour. The product is C[Si](C1=CC(=C(C(=C1)C(C)(C)C)O)C(C)(C)C)(C1=CC(=C(C(=C1)C(C)(C)C)O)C(C)(C)C)C (Dimethyl-bis(3,5-di-tert-butyl-4-hydroxyphenyl)silane). Yield: 97.3%. Reaction SMILES: [CH3:1][Si:2]([CH3:41])([C:22]1[CH:27]=[C:26]([C:28]([CH3:31])([CH3:30])[CH3:29])[C:25]([O:32][Si](C)(C)C)=[C:24]([C:37]([CH3:40])([CH3:39])[CH3:38])[CH:23]=1)[C:3]1[CH:8]=[C:7]([C:9]([CH3:12])([CH3:11])[CH3:10])[C:6]([O:13][Si](C)(C)C)=[C:5]([C:18]([CH3:21])([CH3:20])[CH3:19])[CH:4]=1.O.O.O.[F-].C([N+](CCCC)(CCCC)CCCC)CCC.C(O)(=O)C.O>O1CCCC1>[CH3:41][Si:2]([CH3:1])([C:3]1[CH:4]=[C:5]([C:18]([CH3:21])([CH3:20])[CH3:19])[C:6]([OH:13])=[C:7]([C:9]([CH3:12])([CH3:11])[CH3:10])[CH:8]=1)[C:22]1[CH:23]=[C:24]([C:37]([CH3:40])([CH3:39])[CH3:38])[C:25]([OH:32])=[C:26]([C:28]([CH3:30])([CH3:31])[CH3:29])[CH:27]=1 |f:1.2.3.4.5|. Procedure details: To a solution of 9.8 g (16 mmol) of dimethylbis(3,5-di-tert-butyl-4-trimethylsilyloxyphenyl)silane in 50 ml of tetrahydrofuran is slowly added 10.6 g (32 mmol) of tetrabutylammonium fluoride trihydrate. The reaction mixture is stirred for 1 hour at room temperature and to it is added 0.8 g (14 mmol) of glacial acetic acid. The reaction mixture is poured into 250 ml of water and the solution is extracted (2×125 ml) with methylene chloride. The organic phase is dried over anhydrous sodium sulfate ... Yields the product COC(=O)C(CC=O)C(CC(=O)O)c1cccc(F)c1. The reactants are C=CCC(C(=O)OC)C(CC(=O)O)c1cccc(F)c1, ClCCl, O=[O+][O-], c1ccc(P(c2ccccc2)c2ccccc2)cc1. As a reaction SMILES: [CH3:1][O:2][C:3]([CH:4]([CH:5]([CH2:6][C:7](=[O:8])[OH:9])[c:10]1[cH:11][c:12]([F:16])[cH:13][cH:14][cH:15]1)[CH2:17][CH:18]=[CH2:19])=[O:20].[Cl:43][CH2:44][Cl:45].[O-:21][O+:22]=[O:23].[c:24]1([P:25]([c:26]2[cH:27][cH:28][cH:29][cH:30][cH:31]2)[c:32]2[cH:33][cH:34][cH:35][cH:36][cH:37]2)[cH:38][cH:39][cH:40][cH:41][cH:42]1>>[CH3:1][O:2][C:3]([CH:4]([CH:5]([CH2:6][C:7](=[O:8])[OH:9])[c:10]1[cH:11][c:12]([F:16])[cH:13][cH:14][cH:15]1)[CH2:17][CH:18]=[O:21])=[O:20]. Starting materials: C(CCC)[Li] (n-butyllithium), [Cl-].[Na+] (sodium chloride), BrC1=C(C=C(C#N)C=C1)C (4-bromo-3-methylbenzonitrile), CN(C=O)C (dimethylformamide). Run in hexanes, O1CCCC1 (tetrahydrofuran). Reaction conditions: temperature -100 celsius, time 5 minute. Product: C(#N)C1=CC(=C(C=O)C=C1)C (4-cyano-2-methylbenzaldehyde). Reaction SMILES: Br[C:2]1[CH:9]=[CH:8][C:5]([C:6]#[N:7])=[CH:4][C:3]=1[CH3:10].C([Li])CCC.CN(C)[CH:18]=[O:19].[Cl-].[Na+]>O1CCCC1>[C:6]([C:5]1[CH:8]=[CH:9][C:2]([CH:18]=[O:19])=[C:3]([CH3:10])[CH:4]=1)#[N:7] |f:3.4|. Reported procedure: To a stirred solution of 4-bromo-3-methylbenzonitrile (4 g, 20 mmol) in tetrahydrofuran (100 ml), cooled to -100° C. under a nitrogen atmosphere, was added dropwise a solution of n-butyllithium in hexanes (1.6M, 12.8 ml). After addition, the pale red solution was stirred for 5 minutes at -100° C. and dry dimethylformamide (2.2 ml) then added dropwise. After 20 minutes, during which the temperature reached -60° C., the reaction mixture was poured onto a saturated solution of sodium chloride (100 ... Yields the product O=Cc1cccnc1Nc1cccc([N+](=O)[O-])c1. Starting materials: O=Cc1cccnc1Br, O=C([O-])[O-], CC(=O)[O-], CC(=O)[O-], Cc1ccccc1, ClCCl, Cl, [Cs+], [Cs+], Nc1cccc([N+](=O)[O-])c1, O, [Pd+2], c1ccc(P(CCCP(c2ccccc2)c2ccccc2)c2ccccc2)cc1. As a reaction SMILES: [Br:1][c:2]1[c:3]([CH:4]=[O:5])[cH:6][cH:7][cH:8][n:9]1.[C:49](=[O:50])([O-:51])[O-:52].[C:64]([O-:65])(=[O:66])[CH3:67].[C:69]([O-:70])(=[O:71])[CH3:72].[CH3:56][c:57]1[cH:58][cH:59][cH:60][cH:61][cH:62]1.[Cl:73][CH2:74][Cl:75].[ClH:55].[Cs+:53].[Cs+:54].[N+:10](=[O:11])([O-:12])[c:13]1[cH:14][c:15]([NH2:16])[cH:17][cH:18][cH:19]1.[OH2:63].[Pd+2:68].[c:20]1([P:21]([c:22]2[cH:23][cH:24][cH:25][cH:26][cH:27]2)[CH2:28][CH2:29][CH2:30][P:31]([c:32]2[cH:33][cH:34][cH:35][cH:36][cH:37]2)[c:38]2[cH:39][cH:40][cH:41][cH:42][cH:43]2)[cH:44][cH:45][cH:46][cH:47][cH:48]1>>[c:2]1([NH:16][c:15]2[cH:14][c:13]([N+:10](=[O:11])[O-:12])[cH:19][cH:18][cH:17]2)[c:3]([CH:4]=[O:5])[cH:6][cH:7][cH:8][n:9]1.